From a dataset of the Open Reaction Database (ORD), a public repository of structured organic reaction records. describe an organic reaction: reactants, conditions, products, and yield Starting materials: BrC(C(=O)OCC)C1=CC=C(C=C1)OC (ethyl α-bromo-p-methoxyphenylacetate), [Na] (sodium), SC1=C(C=CC=C1)N1C=CC=C1 (1-(2-mercaptophenyl)pyrrole). The solvent is C(C)O (ethanol), C(C)O (ethanol). Reaction conditions: temperature 60 celsius, time 1 hour. Yields the product C(C)OC(=O)C(C1=CC=C(C=C1)OC)SC1=C(C=CC=C1)N1C=CC=C1 (1-[2-(α-Ethoxycarbonyl-p-methoxybenzyl)thiophenyl]pyrrole). Yield: 68.7%. RXN SMILES: [Na].[SH:2][C:3]1[CH:8]=[CH:7][CH:6]=[CH:5][C:4]=1[N:9]1[CH:13]=[CH:12][CH:11]=[CH:10]1.Br[CH:15]([C:21]1[CH:26]=[CH:25][C:24]([O:27][CH3:28])=[CH:23][CH:22]=1)[C:16]([O:18][CH2:19][CH3:20])=[O:17]>C(O)C>[CH2:19]([O:18][C:16]([CH:15]([S:2][C:3]1[CH:8]=[CH:7][CH:6]=[CH:5][C:4]=1[N:9]1[CH:13]=[CH:12][CH:11]=[CH:10]1)[C:21]1[CH:22]=[CH:23][C:24]([O:27][CH3:28])=[CH:25][CH:26]=1)=[O:17])[CH3:20] |^1:0|. Procedure: To a solution of sodium (0.46 g, 0.02 g-atom) in 25 mL of anhydrous ethanol, a solution of 1-(2-mercaptophenyl)pyrrole (3.5 g, 0.02 mol) in 8 mL of anhydrous ethanol was added dropwise and the mixture was allowed to stirr for 1 h. After evaporation of the solvent the residue was dissolved in anhydrous tetrahydrofuran (25 mL) and ethyl α-bromo-p-methoxyphenylacetate (5.5 g, 0.02 mol) was slowly added. The reaction mixture was heated at 60° C. for 5 h and then was cooled and poured onto crushed ic... Reaction SMILES: [CH2:45]1[O:46][CH2:47][CH2:48][CH2:49]1.[CH3:1][O:2][C:3]([CH:4]([CH:5]([CH3:6])[CH3:7])[NH:8][S:9](=[O:10])(=[O:11])[c:12]1[cH:13][cH:14][c:15](-[c:18]2[cH:19][cH:20][c:21]([NH:24][C:25](=[O:26])[c:27]3[o:28][c:29]4[c:30]([c:31]3[CH3:32])[c:33](-[c:37]3[cH:38][o:39][cH:40][cH:41]3)[cH:34][cH:35][cH:36]4)[cH:22][cH:23]2)[cH:16][cH:17]1)=[O:42].[Li+:44].[OH-:43]>>[O:2]=[C:3]([CH:4]([CH:5]([CH3:6])[CH3:7])[NH:8][S:9](=[O:10])(=[O:11])[c:12]1[cH:13][cH:14][c:15](-[c:18]2[cH:19][cH:20][c:21]([NH:24][C:25](=[O:26])[c:27]3[o:28][c:29]4[c:30]([c:31]3[CH3:32])[c:33](-[c:37]3[cH:38][o:39][cH:40][cH:41]3)[cH:34][cH:35][cH:36]4)[cH:22][cH:23]2)[cH:16][cH:17]1)[OH:42]. Reactants: C1CCOC1, COC(=O)C(NS(=O)(=O)c1ccc(-c2ccc(NC(=O)c3oc4cccc(-c5ccoc5)c4c3C)cc2)cc1)C(C)C, [Li+], [OH-]. Product: Cc1c(C(=O)Nc2ccc(-c3ccc(S(=O)(=O)NC(C(=O)O)C(C)C)cc3)cc2)oc2cccc(-c3ccoc3)c12. The reactants are COC1=CC2=C(N=C(N2)NC=2NCCN2)C=C1 (2-(5-Methoxybenzimidazolyl)amino-2-imidazoline), C(C)(=O)OC(C)=O (acetic anhydride). Run in Br (hydrogenbromide). Yields the product OC1=CC2=C(N=C(N2)NC=2NCCN2)C=C1 (2-(5-hydroxybenzimidazolyl)amino-2-imidazoline). As a reaction SMILES: C[O:2][C:3]1[CH:17]=[CH:16][C:6]2[N:7]=[C:8]([NH:10][C:11]3[NH:12][CH2:13][CH2:14][N:15]=3)[NH:9][C:5]=2[CH:4]=1.C(OC(=O)C)(=O)C>Br>[OH:2][C:3]1[CH:17]=[CH:16][C:6]2[N:7]=[C:8]([NH:10][C:11]3[NH:12][CH2:13][CH2:14][N:15]=3)[NH:9][C:5]=2[CH:4]=1. Reported procedure: 2-(5-Methoxybenzimidazolyl)amino-2-imidazoline (prepared as described in Example 22 (2.55 g 0.011 mol) acetic anhydride (60 ml) and hydrogenbromide (48%) (50 ml) were heated under reflux for 4 hours. The mixture was cooled, evaporated under reduced pressure. The resulting sticky solid was dissolved in water and the filtered solution neutralised with sodium bicarbonate. This aqueous solution was extracted with ethyl acetate. The combined extracts were evaporated under reduced pressure to yield a ... The reactants are COC(=O)c1cc(N(C)S(C)(=O)=O)cc([N+](=O)[O-])c1, CO, CCOC(C)=O. The product is COC(=O)c1cc(N)cc(N(C)S(C)(=O)=O)c1. As a reaction SMILES: [CH3:1][N:2]([c:3]1[cH:4][c:5]([C:6](=[O:7])[O:8][CH3:9])[cH:10][c:11]([N+:13]([O-:14])=[O:15])[cH:12]1)[S:16](=[O:17])(=[O:18])[CH3:19].[CH3:20][OH:21].[CH3:22][CH2:23][O:24][C:25](=[O:26])[CH3:27]>>[CH3:1][N:2]([c:3]1[cH:4][c:5]([C:6](=[O:7])[O:8][CH3:9])[cH:10][c:11]([NH2:13])[cH:12]1)[S:16](=[O:17])(=[O:18])[CH3:19]. The reactants are CC(=O)OCC(CS(N)(=O)=O)C(C)C, C[O-], CO, [Na+]. Product: CC(C)C(CO)CS(N)(=O)=O. Reaction SMILES: [C:1](=[O:2])([CH3:3])[O:4][CH2:5][CH:6]([CH2:7][S:8](=[O:9])(=[O:10])[NH2:11])[CH:12]([CH3:13])[CH3:14].[CH3:15][O-:16].[CH3:18][OH:19].[Na+:17]>>[OH:4][CH2:5][CH:6]([CH2:7][S:8](=[O:9])(=[O:10])[NH2:11])[CH:12]([CH3:13])[CH3:14]. Starting materials: CC(C)(C)OC(=O)N1CC(NC(=O)CNC(=O)c2cc(C(F)(F)F)cc(C(F)(F)F)c2)C1, O=C(O)C(F)(F)F. The product is O=C(CNC(=O)c1cc(C(F)(F)F)cc(C(F)(F)F)c1)NC1CNC1. Reaction SMILES: [C:8]([O:9][C:10](=[O:11])[N:15]1[CH2:16][CH:17]([NH:19][C:20]([CH2:21][NH:22][C:23]([c:24]2[cH:25][c:26]([C:34]([F:35])([F:36])[F:37])[cH:27][c:28]([C:30]([F:31])([F:32])[F:33])[cH:29]2)=[O:38])=[O:39])[CH2:18]1)([CH3:12])([CH3:13])[CH3:14].[F:1][C:2]([F:3])([F:4])[C:5]([OH:6])=[O:7]>>[NH:15]1[CH2:16][CH:17]([NH:19][C:20]([CH2:21][NH:22][C:23]([c:24]2[cH:25][c:26]([C:34]([F:35])([F:36])[F:37])[cH:27][c:28]([C:30]([F:31])([F:32])[F:33])[cH:29]2)=[O:38])=[O:39])[CH2:18]1.